From a dataset of the Open Reaction Database (ORD), a public repository of structured organic reaction records. describe an organic reaction: reactants, conditions, products, and yield Starting materials: C([O-])([O-])=O.[K+].[K+] (potassium carbonate), CI (methyl iodide), BrC=1C=C2C(=CC1)N(CC21CNCC1)C(=O)NC=1SC(=CN1)Cl (5-bromo-N-(5-chlorothiazol-2-yl)spiro[indoline-3,3′-pyrrolidine]-1-carboxamide). The solvent is O (water), CN(C)C=O (N,N′-dimethylformamide). Reaction conditions: time 3 hour. Product: BrC=1C=C2C(=CC1)N(CC21CN(CC1)C)C(=O)NC=1SC(=CN1)Cl (5-bromo-N-(5-chlorothiazol-2-yl)-1′-methylspiro[indoline-3,3′-pyrrolidine]-1-carboxamide). Isolated yield 24.5%. As a reaction SMILES: [Br:1][C:2]1[CH:3]=[C:4]2[C:10]3([CH2:14][CH2:13][NH:12][CH2:11]3)[CH2:9][N:8]([C:15]([NH:17][C:18]3[S:19][C:20]([Cl:23])=[CH:21][N:22]=3)=[O:16])[C:5]2=[CH:6][CH:7]=1.[C:24](=O)([O-])[O-].[K+].[K+].CI>CN(C=O)C.O>[Br:1][C:2]1[CH:3]=[C:4]2[C:10]3([CH2:14][CH2:13][N:12]([CH3:24])[CH2:11]3)[CH2:9][N:8]([C:15]([NH:17][C:18]3[S:19][C:20]([Cl:23])=[CH:21][N:22]=3)=[O:16])[C:5]2=[CH:6][CH:7]=1 |f:1.2.3|. Procedure details: The 5-bromo-N-(5-chlorothiazol-2-yl)spiro[indoline-3,3′-pyrrolidine]-1-carboxamide (48.2 mg, 0.105 mmol) obtained in Example 2 was dissolved in N,N′-dimethylformamide (1.0 mL). Thereafter, potassium carbonate (43.5 mg, 0.315 mmol) and methyl iodide (30.0 mg, 0.210 mmol) were added to the above obtained solution at room temperature, and the obtained mixture was then stirred for 3 hours. Thereafter, the reaction solution was diluted with water, and was then extracted with methylene chloride. The o... Yields the product OC1=C(C=CC=C1)CC(=O)OC (methyl (2-hydroxyphenyl)acetate). Run at time 3 hour. Reported procedure: 2-(Hydroxyphenyl)acetic acid (50 g) was added to a solution of hydrogen chloride in methanol [prepared from acetyl chloride (25 ml) and methanol (250 ml)]. The solution was stirred at room temperature for three hours and then allowed to stand overnight (fifteen hours). The resulting mixture was concentrated under reduced pressure, and the residue was taken up in ether (250 ml) and washed with an aqueous solution of sodium bicarbonate until effervescence ceased. The ethereal solution was dried an... Isolated yield 92.0%. The reactants are OC1=C(C=CC=C1)CC(=O)O (2-(Hydroxyphenyl)acetic acid), Cl (hydrogen chloride), CO (methanol). RXN SMILES: [OH:1][C:2]1[CH:7]=[CH:6][CH:5]=[CH:4][C:3]=1[CH2:8][C:9]([OH:11])=[O:10].Cl.[CH3:13]O>>[OH:1][C:2]1[CH:7]=[CH:6][CH:5]=[CH:4][C:3]=1[CH2:8][C:9]([O:11][CH3:13])=[O:10]. Starting materials: CO, [H][H], CN(CCN(C)C(=O)N1CCCCCC1)C(=O)OC(Cc1ccccc1)C(=O)OCc1ccccc1. Product: CN(CCN(C)C(=O)N1CCCCCC1)C(=O)OC(Cc1ccccc1)C(=O)O. Reaction SMILES: [CH3:39][OH:40].[H:37][H:38].[N:1]1([C:8](=[O:9])[N:10]([CH3:11])[CH2:12][CH2:13][N:14]([CH3:15])[C:16](=[O:17])[O:18][CH:19]([C:20](=[O:21])[O:22][CH2:23][c:24]2[cH:25][cH:26][cH:27][cH:28][cH:29]2)[CH2:30][c:31]2[cH:32][cH:33][cH:34][cH:35][cH:36]2)[CH2:2][CH2:3][CH2:4][CH2:5][CH2:6][CH2:7]1>>[N:1]1([C:8](=[O:9])[N:10]([CH3:11])[CH2:12][CH2:13][N:14]([CH3:15])[C:16](=[O:17])[O:18][CH:19]([C:20](=[O:21])[OH:22])[CH2:30][c:31]2[cH:32][cH:33][cH:34][cH:35][cH:36]2)[CH2:2][CH2:3][CH2:4][CH2:5][CH2:6][CH2:7]1. Product: [Br-], [Mg+]c1ccccc1Cl. Reactants: Clc1ccccc1Br, C1CCOC1, Cl, I, [Mg]. As a reaction SMILES: [Br:3][c:4]1[c:5]([Cl:10])[cH:6][cH:7][cH:8][cH:9]1.[CH2:12]1[O:13][CH2:14][CH2:15][CH2:16]1.[ClH:11].[I:2].[Mg:1]>>[Br-:3].[Mg+:1][c:4]1[c:5]([Cl:10])[cH:6][cH:7][cH:8][cH:9]1. The reactants are Cn1nc(Cl)ccc1=O, CC(c1ccc(B2OC(C)(C)C(C)(C)O2)cc1)N1CCC(CC(C)(C)O)(c2ccc(F)cc2)OC1=O. Yields the product CC(c1ccc(-c2ccc(=O)n(C)n2)cc1)N1CCC(CC(C)(C)O)(c2ccc(F)cc2)OC1=O. Reaction SMILES: [Cl:37][c:38]1[cH:39][cH:40][c:41](=[O:45])[n:42]([CH3:44])[n:43]1.[F:1][c:2]1[cH:3][cH:4][c:5]([C:8]2([CH2:32][C:33]([CH3:34])([CH3:35])[OH:36])[CH2:9][CH2:10][N:11]([CH:15]([CH3:16])[c:17]3[cH:18][cH:19][c:20]([B:23]4[O:24][C:25]([CH3:26])([CH3:27])[C:28]([CH3:29])([CH3:30])[O:31]4)[cH:21][cH:22]3)[C:12](=[O:14])[O:13]2)[cH:6][cH:7]1>>[F:1][c:2]1[cH:3][cH:4][c:5]([C:8]2([CH2:32][C:33]([CH3:34])([CH3:35])[OH:36])[CH2:9][CH2:10][N:11]([CH:15]([CH3:16])[c:17]3[cH:18][cH:19][c:20](-[c:38]4[cH:39][cH:40][c:41](=[O:45])[n:42]([CH3:44])[n:43]4)[cH:21][cH:22]3)[C:12](=[O:14])[O:13]2)[cH:6][cH:7]1. Starting materials: C(C)(=O)OCC (ethyl acetate), O (water), Cl (hydrochloric acid), NC1=CC=C(C(=O)C2=CC=C(C=C2)Cl)C=C1 (4-amino-4' chloro-benzophenone), zinc amalgam, O (water). Solvent: C1(=CC=CC=C1)C (toluene). Conditions: time 22 hour. Yields the product ClC1=CC=C(C=C1)CC1=CC=C(N)C=C1 (4-(4'-chlorophenylmethyl)-aniline). Yield: 75.6%. RXN SMILES: [NH2:1][C:2]1[CH:16]=[CH:15][C:5]([C:6]([C:8]2[CH:13]=[CH:12][C:11]([Cl:14])=[CH:10][CH:9]=2)=O)=[CH:4][CH:3]=1.O.Cl.C(OCC)(=O)C>C1(C)C=CC=CC=1>[Cl:14][C:11]1[CH:10]=[CH:9][C:8]([CH2:6][C:5]2[CH:4]=[CH:3][C:2]([NH2:1])=[CH:16][CH:15]=2)=[CH:13][CH:12]=1. Reported procedure: A suspension of 4.27 g (18.4 mmols) of 4-amino-4' chloro-benzophenone and 8.54 g of zinc amalgam in 80 ml of toluene containing 4 ml of water was heated to reflux. 1 ml of concentrated hydrochloric acid were added over 90 minutes. After 22 hours, the mixture was allowed to cool to room temperature and 100 ml of ethyl acetate and 2×100 ml of water were added. The layers were separated and the aqueous phase was extracted with 50 ml of ethyl acetate. The combined organics were washed twice with 100... Starting materials: C=CCOC(=O)N1CCC(C=O)C1, ClCCl, CC(=O)C(C)=P(c1ccccc1)(c1ccccc1)c1ccccc1. The product is C=CCOC(=O)N1CCC(C=C(C)C(C)=O)C1. RXN SMILES: [CH2:1]([CH:2]=[CH2:3])[O:4][C:5](=[O:6])[N:7]1[CH2:8][CH:9]([CH:12]=[O:13])[CH2:10][CH2:11]1.[Cl:38][CH2:39][Cl:40].[c:14]1([P:15]([c:16]2[cH:17][cH:18][cH:19][cH:20][cH:26]2)(=[C:21]([C:22]([CH3:23])=[O:24])[CH3:25])[c:27]2[cH:28][cH:29][cH:30][cH:31][cH:32]2)[cH:33][cH:34][cH:35][cH:36][cH:37]1>>[CH2:1]([CH:2]=[CH2:3])[O:4][C:5](=[O:6])[N:7]1[CH2:8][CH:9]([CH:12]=[C:21]([C:22]([CH3:23])=[O:24])[CH3:25])[CH2:10][CH2:11]1. The reactants are FC1=C(C#N)C(=CC=C1F)C(F)(F)F (2,3-difluoro-6-trifluoromethylbenzonitrile), NO (hydroxylamine). Reagents/catalysts: [Fe](Cl)Cl (iron(II) chloride). The solvent is CO (methanol). Run at time 6 hour. Yields the product FC1=C(C(N)=NO)C(=CC=C1F)C(F)(F)F (2,3-difluoro-6-trifluoromethylbenzamidoxime), FC1=C(C(=O)N)C(=CC=C1F)C(F)(F)F (2,3-difluoro-6-trifluoromethylbenzamide), III. RXN SMILES: [NH2:1][OH:2].[F:3][C:4]1[C:11]([F:12])=[CH:10][CH:9]=[C:8]([C:13]([F:16])([F:15])[F:14])[C:5]=1[C:6]#[N:7]>[Fe](Cl)Cl.CO>[F:3][C:4]1[C:11]([F:12])=[CH:10][CH:9]=[C:8]([C:13]([F:16])([F:14])[F:15])[C:5]=1[C:6](=[N:1][OH:2])[NH2:7].[F:3][C:4]1[C:11]([F:12])=[CH:10][CH:9]=[C:8]([C:13]([F:16])([F:14])[F:15])[C:5]=1[C:6]([NH2:7])=[O:2]. Procedure: In a colorless, transparent glass reaction vessel was placed a mixed solvent of 150 ml of methanol-distilled water (volume ratio 1:2) into which were dissolved beforehand 9.91 g (150 mmol) of 50% hydroxylamine aqueous solution and on purpose 86 μg (0.00068 mmol) of iron(II) chloride. Into the mixed solvent was added 10.36 g (50.0 mmol) of 2,3-difluoro-6-trifluoromethylbenzonitrile (I″). The reaction temperature stood at 60° C. for 6 hours and was returned to room temperature. In HPLC analysis of...